This data is from the Open Reaction Database (ORD), a public repository of structured organic reaction records. The task is: describe an organic reaction: reactants, conditions, products, and yield The reactants are CC12CCC(O)CC1CCC1C2C(=NO)CC2(C)C1CCC21OCCO1, CCCO, [Na]. The product is CC12CCC(O)CC1CCC1C2C(N)CC2(C)C1CCC21OCCO1. As a reaction SMILES: [CH2:1]1[O:2][C:3]2([C:4]3([CH3:5])[CH:6]([CH2:7][CH2:8]2)[CH:9]2[CH2:10][CH2:11][CH:12]4[CH2:13][CH:14]([OH:24])[CH2:15][CH2:16][C:17]4([CH3:18])[CH:19]2[C:20](=[N:22][OH:23])[CH2:21]3)[O:25][CH2:26]1.[CH2:28]([OH:29])[CH2:30][CH3:31].[Na:27]>>[CH2:1]1[O:2][C:3]2([C:4]3([CH3:5])[CH:6]([CH2:7][CH2:8]2)[CH:9]2[CH2:10][CH2:11][CH:12]4[CH2:13][CH:14]([OH:24])[CH2:15][CH2:16][C:17]4([CH3:18])[CH:19]2[CH:20]([NH2:22])[CH2:21]3)[O:25][CH2:26]1. Procedure details: The same procedures as in Example 2 were carried out using (E)-2-decenoic acid and 4-methylpiperidine as starting raw materials, to produce an intended compound. RXN SMILES: [C:1]([OH:12])(=O)/[CH:2]=[CH:3]/[CH2:4][CH2:5][CH2:6][CH2:7][CH2:8][CH2:9][CH3:10].[CH3:13][CH:14]1[CH2:19][CH2:18][NH:17][CH2:16][CH2:15]1>>[C:1]([N:17]1[CH2:18][CH2:19][CH:14]([CH3:13])[CH2:15][CH2:16]1)(=[O:12])/[CH:2]=[CH:3]/[CH2:4][CH2:5][CH2:6][CH2:7][CH2:8][CH2:9][CH3:10]. Yields the product C(\C=C\CCCCCCC)(=O)N1CCC(CC1)C (1-((E)-2-Decenoyl)-4-methylpiperidine). Reactants: C(\C=C\CCCCCCC)(=O)O ((E)-2-decenoic acid), CC1CCNCC1 (4-methylpiperidine). Starting materials: C(C1=CC=CC=C1)OC(=O)NC(=N)C1=CC=C(OCCCN2C(C(N(CC2)CC2=C(C=C(C=C2)OC)OC)=O)=O)C=C1 (4-[3-(4-benzyloxycarbonylamidinophenoxy)propyl]-1-(2,4-dimethoxybenzyl)-2,3-dioxopiperazine), FC(C(=O)O)(F)F (trifluoroacetic acid). Run in C1(=CC=CC=C1)OC (anisole). Run at time 30 minute. Yields the product FC(C(=O)O)(F)F.C(N)(=N)C1=CC=C(OCCCN2C(C(NCC2)=O)=O)C=C1 (4-[3-(4-amidinophenoxy)propyl]-2,3-dioxopiperazine trifluoro-acetate). Reaction SMILES: C(OC([NH:11][C:12]([C:14]1[CH:42]=[CH:41][C:17]([O:18][CH2:19][CH2:20][CH2:21][N:22]2[CH2:27][CH2:26][N:25](CC3C=CC(OC)=CC=3OC)[C:24](=[O:39])[C:23]2=[O:40])=[CH:16][CH:15]=1)=[NH:13])=O)C1C=CC=CC=1.[F:43][C:44]([F:49])([F:48])[C:45]([OH:47])=[O:46]>C1(OC)C=CC=CC=1>[F:43][C:44]([F:49])([F:48])[C:45]([OH:47])=[O:46].[C:12]([C:14]1[CH:15]=[CH:16][C:17]([O:18][CH2:19][CH2:20][CH2:21][N:22]2[CH2:27][CH2:26][NH:25][C:24](=[O:39])[C:23]2=[O:40])=[CH:41][CH:42]=1)(=[NH:11])[NH2:13] |f:3.4|. Reported procedure: In 16.5 ml of anisole was dissolved 8.25 g of 4-[3-(4-benzyloxycarbonylamidinophenoxy)propyl]-1-(2,4-dimethoxybenzyl)-2,3-dioxopiperazine, and 33 ml of trifluoroacetic acid was added to the solution, followed by refluxing for 5 hours. After cooling, the solvent was distilled off under reduced pressure. To the resulting residue was added 40 ml of ethyl acetate, and stirred for 30 minutes, after which the precipitate was collected by filtration and dried to obtain 8.23 g of 4-[3-(4-amidinophenoxy)...